This data is from the Open Reaction Database (ORD), a public repository of structured organic reaction records. The task is: describe an organic reaction: reactants, conditions, products, and yield Starting materials: CO, COC(=O)c1cc(Cl)c(CN2CCC(N(C)C)C2)c(Cl)c1. Yields the product CN(C)C1CCN(Cc2c(Cl)cc(C(=O)O)cc2Cl)C1. RXN SMILES: [CH3:22][OH:23].[Cl:1][c:2]1[cH:3][c:4]([C:5](=[O:6])[O:7][CH3:8])[cH:9][c:10]([Cl:21])[c:11]1[CH2:12][N:13]1[CH2:14][CH:15]([N:18]([CH3:19])[CH3:20])[CH2:16][CH2:17]1>>[Cl:1][c:2]1[cH:3][c:4]([C:5](=[O:6])[OH:7])[cH:9][c:10]([Cl:21])[c:11]1[CH2:12][N:13]1[CH2:14][CH:15]([N:18]([CH3:19])[CH3:20])[CH2:16][CH2:17]1. Starting materials: ClC(=O)OCC1=CC=CC=C1 (benzyl chloroformate), BrC=1C=C2C(=NC1)N(C=C2)[Si](C(C)C)(C(C)C)C(C)C (5-Bromo-1-triisopropylsilanyl-1H-pyrrolo[2,3-b]pyridine), CCOCC (Ether), C(C)(C)(C)[Li] (tert-Butyllithium). The solvent is CCCCCCC (Heptane), O (water). Reaction conditions: temperature -78 celsius, time 90 minute. Yields the product C(C1=CC=CC=C1)OC(=O)C=1C=C2C(=NC1)N(C=C2)[Si](C(C)C)(C(C)C)C(C)C (1-Triisopropylsilanyl-1H-pyrrolo[2,3-b]pyridine-5-carboxylic acid benzyl ester). Isolated yield 50.9%. As a reaction SMILES: Br[C:2]1[CH:3]=[C:4]2[CH:10]=[CH:9][N:8]([Si:11]([CH:18]([CH3:20])[CH3:19])([CH:15]([CH3:17])[CH3:16])[CH:12]([CH3:14])[CH3:13])[C:5]2=[N:6][CH:7]=1.CCOCC.C([Li])(C)(C)C.Cl[C:32]([O:34][CH2:35][C:36]1[CH:41]=[CH:40][CH:39]=[CH:38][CH:37]=1)=[O:33]>CCCCCCC.O>[CH2:35]([O:34][C:32]([C:2]1[CH:3]=[C:4]2[CH:10]=[CH:9][N:8]([Si:11]([CH:18]([CH3:20])[CH3:19])([CH:15]([CH3:17])[CH3:16])[CH:12]([CH3:14])[CH3:13])[C:5]2=[N:6][CH:7]=1)=[O:33])[C:36]1[CH:41]=[CH:40][CH:39]=[CH:38][CH:37]=1. Procedure: Into a Round bottom flask was added compound 20 (425.0 mg, 0.001203 mol) and Ether (8.0 mL, 0.076 mol) under an atmosphere of Nitrogen, −78 Celsius. Into the reaction mixture, was added 1.7 M of tert-Butyllithium in Heptane (1.5 mL) slowly. The reaction mixture was stirred at −78 Celsius for 90 minutes, followed by addition of benzyl chloroformate (0.20 mL, 0.0014 mol). 2 hours later at −78 Celsius, the reaction mixture was poured into water, extracted with EtOAc. The organic layer was washed wi...